describe an organic reaction: reactants, conditions, products, and yield From a dataset of the Open Reaction Database (ORD), a public repository of structured organic reaction records. The reactants are ClC1=C(C=C(C=C1)F)N1C(NC(C1=O)C(C)C)=O (3-(2-Chloro-5-fluoro-phenyl)-5-isopropyl-imidazolidine-2,4-dione), C(C1=CC=CC=C1)Br (benzyl bromide), [H-].[Na+] (sodium hydride). Solvent: CN(C)C=O (DMF), C(C)(=O)OCC (ethyl acetate). Yields the product C(C1=CC=CC=C1)N1C(N(C(C1C(C)C)=O)C1=C(C=CC(=C1)F)Cl)=O (1-benzyl-3-(2-chloro-5-fluoro-phenyl)-5-isopropyl-imidazolidine-2,4-dione). Yield: 76.4%. RXN SMILES: [Cl:1][C:2]1[CH:7]=[CH:6][C:5]([F:8])=[CH:4][C:3]=1[N:9]1[C:13](=[O:14])[CH:12]([CH:15]([CH3:17])[CH3:16])[NH:11][C:10]1=[O:18].[CH2:19](Br)[C:20]1[CH:25]=[CH:24][CH:23]=[CH:22][CH:21]=1.[H-].[Na+]>CN(C=O)C.C(OCC)(=O)C>[CH2:19]([N:11]1[CH:12]([CH:15]([CH3:16])[CH3:17])[C:13](=[O:14])[N:9]([C:3]2[CH:4]=[C:5]([F:8])[CH:6]=[CH:7][C:2]=2[Cl:1])[C:10]1=[O:18])[C:20]1[CH:25]=[CH:24][CH:23]=[CH:22][CH:21]=1 |f:2.3|. Reported procedure: This compound was synthesized in analogy to example 155 (step A to E). In step A, 2-methyl-propionaldehyde was starting material in place of cycloheptanone and ammonium acetate in place of cyclopropylamino acetate. In step B, 2-chloro-5-fluoro-phenyl amine was used in place of 4-Amino-benzoic acid ethyl ester. The pure 3-(2-chloro-5-fluoro-phenyl)-5-isopropyl-imidazolidine-2,4-dione that resulted from this procedure was then benzylated by stirring of 300 mg (1.11 mmol) of 3-(2-Chloro-5-fluoro-ph...